This data is from the Open Reaction Database (ORD), a public repository of structured organic reaction records. The task is: describe an organic reaction: reactants, conditions, products, and yield The reactants are COC1=C(C=C2CCC=C(C2=C1)C=1NC=C(N1)COCC[Si](C)(C)C)C (1-{[2-(7-methoxy-6-methyl(3,4-dihydronaphthyl))imidazolyl]methoxy}-3,3-dimethyl-3-silabutane), Cl (hydrochloric acid), [F-].C(CCC)[N+](CCCC)(CCCC)CCCC (tetrabutylammonium fluoride). The product is N1C(=NC=C1)C1=CCCC2=CC(=C(C=C12)OC)C (4-Imidazol-2-yl-6-methoxy-7-methyl-1,2-dihydronaphthalene). Run at time 2 hour. Reaction SMILES: [CH3:1][O:2][C:3]1[CH:12]=[C:11]2[C:6]([CH2:7][CH2:8][CH:9]=[C:10]2[C:13]2[NH:14][CH:15]=[C:16](COCC[Si](C)(C)C)[N:17]=2)=[CH:5][C:4]=1[CH3:26].Cl.[F-].C([N+](CCCC)(CCCC)CCCC)CCC>>[NH:14]1[CH:15]=[CH:16][N:17]=[C:13]1[C:10]1[C:11]2[C:6](=[CH:5][C:4]([CH3:26])=[C:3]([O:2][CH3:1])[CH:12]=2)[CH2:7][CH2:8][CH:9]=1 |f:2.3|. Yield: 61.7%. Procedure: A stirred solution of 3.0 grams (0.0081 mole) of 1-{[2-(7-methoxy-6-methyl(3,4-dihydronaphthyl))imidazolyl]methoxy}-3,3-dimethyl-3-silabutane (xii), 5 mL of aqueous 3N hydrochloric acid, and 25 mL (0.025 mole) of tetrabutylammonium fluoride (1.0M in THF) was warmed to 50° C. where it stirred for about two hours. After this time, analysis of the reaction mixture using thin layer chromatography indicated that the reaction had not gone to completion. The reaction mixture was concentrated under redu... Reactants: COCN(C[Si](C)(C)C)CC1=CC=CC=C1 (N-(methoxymethyl)-N-(phenylmethyl)-N-(trimethylsilyl)methylamine), FC1=C(C=CC(=C1)F)/C=C/C(C)=O ((E)-4-(2,4-difluoro-phenyl)-but-3-en-2-one). The reagents and catalysts are FC(C(=O)O)(F)F (trifluoroacetic acid). Solvent: C(Cl)Cl (CH2Cl2), C(Cl)Cl (CH2Cl2). Run at temperature 25 celsius, time 48 hour. Product: C(C1=CC=CC=C1)N1CC(C(C1)C1=C(C=C(C=C1)F)F)C(C)=O (1-[(3RS,4SR)-1-Benzyl-4-(2,4-difluoro-phenyl)-pyrrolidin-3-yl]-ethanone). The yield is 89.8%. Reaction SMILES: CO[CH2:3][N:4]([CH2:10][C:11]1[CH:16]=[CH:15][CH:14]=[CH:13][CH:12]=1)[CH2:5][Si](C)(C)C.[F:17][C:18]1[CH:23]=[C:22]([F:24])[CH:21]=[CH:20][C:19]=1/[CH:25]=[CH:26]/[C:27](=[O:29])[CH3:28]>C(Cl)Cl.FC(F)(F)C(O)=O>[CH2:10]([N:4]1[CH2:3][CH:25]([C:19]2[CH:20]=[CH:21][C:22]([F:24])=[CH:23][C:18]=2[F:17])[CH:26]([C:27](=[O:29])[CH3:28])[CH2:5]1)[C:11]1[CH:12]=[CH:13][CH:14]=[CH:15][CH:16]=1. Procedure: A solution of N-(methoxymethyl)-N-(phenylmethyl)-N-(trimethylsilyl)methylamine (7.82 g, 32.9 mmol) in CH2Cl2 (40 mL) was added dropwise, over a 30 minutes period, to a stirred solution of (E)-4-(2,4-difluoro-phenyl)-but-3-en-2-one (4.0 g, 21.9 mmol) and trifluoroacetic acid (0.17 mL, 0.21 mmol) in CH2Cl2 (10 mL) at 0° C. The ice bath was removed, and the solution was stirred at 25° C. for an additional 48 h. It was then concentrated and purification by flash chromatography (SiO2, CH2Cl2/MeOH 98:... The reactants are C(C1=CC=CC=C1)(=O)CC(C1=CC=CC=C1)=O (dibenzoylmethane), C(C)(=O)[O-].[Na+] (sodium acetate), CNN (methylhydrazine), Cl (HCl). Run in O (water), N1=CC=CC=C1 (pyridine). Run at temperature 80 celsius. Yields the product CN1N=C(C=C1C1=CC=CC=C1)C1=CC=CC=C1 (1-Methyl-3,5-diphenylpyrazole). Isolated yield 94.0%. As a reaction SMILES: [C:1]([CH2:9][C:10](=O)[C:11]1[CH:16]=[CH:15][CH:14]=[CH:13][CH:12]=1)(=O)[C:2]1[CH:7]=[CH:6][CH:5]=[CH:4][CH:3]=1.[CH3:18][NH:19][NH2:20].Cl.C([O-])(=O)C.[Na+]>O.N1C=CC=CC=1>[CH3:18][N:19]1[C:1]([C:2]2[CH:7]=[CH:6][CH:5]=[CH:4][CH:3]=2)=[CH:9][C:10]([C:11]2[CH:16]=[CH:15][CH:14]=[CH:13][CH:12]=2)=[N:20]1 |f:3.4|. Reported procedure: 545.0 Grams (2.43 moles) of dibenzoylmethane and 533 ml. of pyridine are stirred together and heated to 80° C. 112 Grams (2.43 moles) of methylhydrazine are then slowly added to the mixture and a strong exothermic reaction ensues necessitating cooling of the mixture with a water bath. When addition is complete, the mixture is heated to reflux and maintained in this condition for 40 minutes. The mixture is then cooled to 30° C., poured into 19 liters of 3 N HCl, filtered, and the solid collected.... The reactants are BrC=1C=C2C=CNC(C2=CC1)=O (6-Bromo-2H-isoquinolin-1-one), C(C1=CC=CC=C1)Br (benzyl bromide). The reagents and catalysts are C([O-])([O-])=O.[Ag+2] (silver carbonate). The solvent is C1(=CC=CC=C1)C (Toluene). The product is C(C1=CC=CC=C1)OC1=NC=CC2=CC(=CC=C12)Br (1-Benzyloxy-6-bromo-isoquinoline). RXN SMILES: [Br:1][C:2]1[CH:3]=[C:4]2[C:9](=[CH:10][CH:11]=1)[C:8](=[O:12])[NH:7][CH:6]=[CH:5]2.[CH2:13](Br)[C:14]1[CH:19]=[CH:18][CH:17]=[CH:16][CH:15]=1>C1(C)C=CC=CC=1.C(=O)([O-])[O-].[Ag+2]>[CH2:13]([O:12][C:8]1[C:9]2[C:4](=[CH:3][C:2]([Br:1])=[CH:11][CH:10]=2)[CH:5]=[CH:6][N:7]=1)[C:14]1[CH:19]=[CH:18][CH:17]=[CH:16][CH:15]=1 |f:3.4|. Procedure: To a solution of 3.93 g (17.5 mmol) 6-Bromo-2H-isoquinolin-1-one (6) in 150 ml Toluene were added 12.13 g (44.0 mmol) silver carbonate and 3.60 g (21.1 mmol) of benzyl bromide. The reaction mixture was refluxed for 1.5 h and then cooled to room temperature. The solution was filtered. The filtrate was washed with water and the aqueous phase extracted with ethyl acetate. The combined organic layers were dried over magnesium sulfate and evaporated. Final purification was achieved by preparative HPL... Reaction SMILES: CS(C)=O.C(Cl)(C(Cl)=O)=O.[OH:11][CH2:12][CH:13]([CH2:19][N:20]1[CH2:24][CH:23]([CH2:25][CH2:26][CH3:27])[CH2:22][C:21]1=[O:28])[C:14]([O:16][CH2:17][CH3:18])=[O:15]>C(Cl)Cl>[CH:12]([CH:13]([CH2:19][N:20]1[CH2:24][CH:23]([CH2:25][CH2:26][CH3:27])[CH2:22][C:21]1=[O:28])[C:14]([O:16][CH2:17][CH3:18])=[O:15])=[O:11]. Reaction conditions: temperature -78 celsius, time 0.5 hour. Procedure details: In a three neck flask, fitted with a magnetic stirrer, under inert atmosphere, DMSO (dried on CaH2, 0.83 g, 0.01 mol) in CH2Cl2 (5 ml) is added onto a solution of (COCl)2 (0.72 g, 0.0052 mol) in CH2Cl2 (5 ml) cooled at −78° C. After 0.5 h at −78° C., ethyl 3-hydroxy-2-[(2-oxo-4-propylpyrrolidin-1-yl)methyl]propanoate x279 (0.92 g, 0.0035 mol) in CH2Cl2 (10 ml) is added, stirred for 2.5 h at −60° C., quenched with Et3N (2.75 ml), stirred overnight at 4° C., washed with saturated NH4Cl and extract... Yields the product C(=O)C(C(=O)OCC)CN1C(CC(C1)CCC)=O (ethyl 2-formyl-3-(2-oxo-4-propylpyrrolidin-1-yl)propanoate). Starting materials: C(=O)(C(=O)Cl)Cl ((COCl)2), OCC(C(=O)OCC)CN1C(CC(C1)CCC)=O (ethyl 3-hydroxy-2-[(2-oxo-4-propylpyrrolidin-1-yl)methyl]propanoate), CS(=O)C (DMSO). The solvent is C(Cl)Cl (CH2Cl2), C(Cl)Cl (CH2Cl2), C(Cl)Cl (CH2Cl2). The reactants are Cl (HCl), [Al+3].[Cl-].[Cl-].[Cl-] (AlCl3), [N+](=O)([O-])CCC(=O)Cl (3-nitropropanoyl chloride), C(CCCCCCC)C1=CC=CC=C1 (Octylbenzene). Run in C(Cl)Cl (methylene chloride), C(Cl)Cl (CH2Cl2). Reaction conditions: temperature 2.5 celsius. Product: [N+](=O)([O-])CCC(=O)C1=CC=CC=C1 (3-nitro-1-phenylpropan-1-one). Isolated yield 76.0%. As a reaction SMILES: [Al+3].[Cl-].[Cl-].[Cl-].[N+:5]([CH2:8][CH2:9][C:10](Cl)=[O:11])([O-:7])=[O:6].C([C:21]1[CH:26]=[CH:25][CH:24]=[CH:23][CH:22]=1)CCCCCCC.Cl>C(Cl)Cl>[N+:5]([CH2:8][CH2:9][C:10]([C:21]1[CH:26]=[CH:25][CH:24]=[CH:23][CH:22]=1)=[O:11])([O-:7])=[O:6] |f:0.1.2.3|. Procedure details: AlCl3 (12.0 g, 89.0 mmol) was added to 15 ml of methylene chloride and cooled to 0-5° C., following by addition of 3-nitropropanoyl chloride (11 g, 80 mmol). Octylbenzene (17.10 g, 89.0 mmol) in 40 ml of CH2Cl2 was dropwise added and the solution was stirred at room temperature under TLC monitoring. After reaction completion, the mixture was poured onto ice, acidified by addition of 2 M HCl to pH 2, and extracted with CH2Cl2. The combined organic extracts were washed again with 2 M HCl and water... Reactants: O.O.O.[Na+].[Na+].[Na+].COCCCNC(P([O-])(O)=O)P([O-])([O-])=O (3-methoxypropylaminomethylenebisphosphonic acid trisodium salt trihydrate). Solvent: O (water). Product: O.[Na+].COCCCNC(P(O)(O)=O)P([O-])(O)=O.COCCCNC(P(O)(O)=O)P([O-])(O)=O.[Na+] (3-methoxypropylaminomethylenebisphosphonic acid monosodium salt hemihydrate). Isolated yield 130.9%. RXN SMILES: O.O.O.[Na+:4].[Na+].[Na+].[CH3:7][O:8][CH2:9][CH2:10][CH2:11][NH:12][CH:13]([P:18](=[O:21])([O-:20])[O-:19])[P:14](=[O:17])([OH:16])[O-:15]>O>[OH2:8].[Na+:4].[CH3:7][O:8][CH2:9][CH2:10][CH2:11][NH:12][CH:13]([P:14](=[O:15])([OH:16])[O-:17])[P:18](=[O:19])([OH:20])[OH:21].[CH3:7][O:8][CH2:9][CH2:10][CH2:11][NH:12][CH:13]([P:14](=[O:15])([OH:16])[O-:17])[P:18](=[O:19])([OH:20])[OH:21].[Na+:4] |f:0.1.2.3.4.5.6,8.9.10.11.12|. Procedure details: In water (5 ml) was dissolved 3-methoxypropylaminomethylenebisphosphonic acid trisodium salt trihydrate (1.0 g), and the solution was passed through a column packed with Amberlite CG-50 (H+ type, 75 ml). Elution was conducted with water. From the acidic fraction thus eluted, 3-methoxypropylaminomethylenebisphosphonic acid monosodium salt hemihydrate (0.67 g, 87%) was obtained as colorless prisms, m.p. 277°-279° C.